Dataset: the Open Reaction Database (ORD), a public repository of structured organic reaction records. Task: describe an organic reaction: reactants, conditions, products, and yield Reactants: ClC=1NC2=C(N1)C=CC=C2 (2-chlorobenzimidazole), FC1=C(C=C(N)C=C1)C(F)(F)F (4-fluoro-3-(trifluoromethyl)aniline). Product: N1=C(NC2=C1C=CC=C2)NC2=CC(=C(C=C2)F)C(F)(F)F (N-(Benzimidazol-2-yl)-4-fluoro-3-(trifluoromethyl)aniline), hydrochloride salt. Reaction SMILES: Cl[C:2]1[NH:3][C:4]2[CH:10]=[CH:9][CH:8]=[CH:7][C:5]=2[N:6]=1.[F:11][C:12]1[CH:18]=[CH:17][C:15]([NH2:16])=[CH:14][C:13]=1[C:19]([F:22])([F:21])[F:20]>>[N:6]1[C:5]2[CH:7]=[CH:8][CH:9]=[CH:10][C:4]=2[NH:3][C:2]=1[NH:16][C:15]1[CH:17]=[CH:18][C:12]([F:11])=[C:13]([C:19]([F:22])([F:20])[F:21])[CH:14]=1. Reported procedure: The title compound was prepared from 2-chlorobenzimidazole and 4-fluoro-3-(trifluoromethyl)aniline by Procedure A. The product was isolated by filtration to give the title compound as a hydrochloride salt (white solid, mp 255-257° C.). MS(ES+) m/z 296 ([M+1]+, 100). Starting materials: C[Mg]Br (Methylmagnesium bromide), COC1=CC=C(CN2N=C(C(=C2)C=2N=C(SC2)OC2=NC(=CC=C2)C)C(=O)N(C)OC)C=C1 (1-(4-methoxybenzyl)-N-methoxy-N-methyl-4-(2-(6-methylpyridin-2-yloxy)thiazol-4-yl)-1H-pyrazole-3-carboxamide). Run in C1CCOC1 (THF), CCOC(=O)C (EtOAc), Cl (HCl). Reaction conditions: time 1 hour. Yields the product COC1=CC=C(CN2N=C(C(=C2)C=2N=C(SC2)OC2=NC(=CC=C2)C)C(C)=O)C=C1 (1-(1-(4-methoxybenzyl)-4-(2-(6-methylpyridin-2-yloxy)thiazol-4-yl)-1H-pyrazol-3-yl)ethanone). The yield is 101.0%. RXN SMILES: [CH3:1][Mg]Br.[CH3:4][O:5][C:6]1[CH:36]=[CH:35][C:9]([CH2:10][N:11]2[CH:15]=[C:14]([C:16]3[N:17]=[C:18]([O:21][C:22]4[CH:27]=[CH:26][CH:25]=[C:24]([CH3:28])[N:23]=4)[S:19][CH:20]=3)[C:13]([C:29](N(OC)C)=[O:30])=[N:12]2)=[CH:8][CH:7]=1>C1COCC1.CCOC(C)=O.Cl>[CH3:4][O:5][C:6]1[CH:7]=[CH:8][C:9]([CH2:10][N:11]2[CH:15]=[C:14]([C:16]3[N:17]=[C:18]([O:21][C:22]4[CH:27]=[CH:26][CH:25]=[C:24]([CH3:28])[N:23]=4)[S:19][CH:20]=3)[C:13]([C:29](=[O:30])[CH3:1])=[N:12]2)=[CH:35][CH:36]=1. Procedure details: According to Scheme 5, Step 5: Methylmagnesium bromide 3 M (148 μmol, 49 μL) was added dropwise at room temperature to a solution of 1-(4-methoxybenzyl)-N-methoxy-N-methyl-4-(2-(6-methylpyridin-2-yloxy)thiazol-4-yl)-1H-pyrazole-3-carboxamide (99 μmol, 46 mg) in THF (0.5 mL) and the reaction mixture was stirred for 1 hour at room temperature. The reaction was diluted with EtOAc and with an aqueous solution of HCl 1M. The aqueous phase was extracted with EtOAc. The organic phase was dried over Na2... Starting materials: C(C1=CC=CC=C1)OC(=O)NC1CC2=CC=C(C=C2C1)CC(=O)O (2-(benzyloxycarbonylamino)indan-5-acetic acid), NCCCC(=O)OC (methyl γ-aminobutyrate). Yields the product C(C1=CC=CC=C1)OC(=O)NC1CC2=CC=C(C=C2C1)CC(=O)NCCCC(=O)OC (methyl 4-[(2-benzyloxycarbonylaminoindan-5-yl)acetylamino]-n-butyrate). As a reaction SMILES: [CH2:1]([O:8][C:9]([NH:11][CH:12]1[CH2:20][C:19]2[C:14](=[CH:15][CH:16]=[C:17]([CH2:21][C:22](O)=[O:23])[CH:18]=2)[CH2:13]1)=[O:10])[C:2]1[CH:7]=[CH:6][CH:5]=[CH:4][CH:3]=1.[NH2:25][CH2:26][CH2:27][CH2:28][C:29]([O:31][CH3:32])=[O:30]>>[CH2:1]([O:8][C:9]([NH:11][CH:12]1[CH2:20][C:19]2[C:14](=[CH:15][CH:16]=[C:17]([CH2:21][C:22]([NH:25][CH2:26][CH2:27][CH2:28][C:29]([O:31][CH3:32])=[O:30])=[O:23])[CH:18]=2)[CH2:13]1)=[O:10])[C:2]1[CH:7]=[CH:6][CH:5]=[CH:4][CH:3]=1. Procedure: In the same manner as described in Example 1-(1), 2-(benzyloxycarbonylamino)indan-5-acetic acid and methyl γ-aminobutyrate are reacted to give methyl 4-[(2-benzyloxycarbonylaminoindan-5-yl)acetylamino]-n-butyrate.